From a dataset of the Open Reaction Database (ORD), a public repository of structured organic reaction records. describe an organic reaction: reactants, conditions, products, and yield Reactants: C(#N)C1=CC2=CC=CC=C2C=C1 (2-cyanonaphthalene), [N-]=[N+]=[N-].[Na+] (sodium azide), [Cl-].[Li+] (lithium chloride), O (water). The solvent is COCCO (2-methoxyethanol). Run at time 80 hour. Product: C1=C(C=CC2=CC=CC=C12)C1=NN=NN1 (5-(2-naphthyl)-1H-tetrazole). As a reaction SMILES: [C:1]([C:3]1[CH:12]=[CH:11][C:10]2[C:5](=[CH:6][CH:7]=[CH:8][CH:9]=2)[CH:4]=1)#[N:2].[N-:13]=[N+:14]=[N-:15].[Na+].[Cl-].[Li+].O>COCCO>[CH:4]1[C:5]2[C:10](=[CH:9][CH:8]=[CH:7][CH:6]=2)[CH:11]=[CH:12][C:3]=1[C:1]1[NH:15][N:14]=[N:13][N:2]=1 |f:1.2,3.4|. Procedure: A mixture of 10 g of 2-cyanonaphthalene, 10.61 g of sodium azide, and 7.67 g of lithium chloride was placed in a reaction vessel, and 240 ml of 2-methoxyethanol serving as a solvent was added thereto. The above mixture was refluxed with stirring for 80 hours. The mixture was cooled to room temperature, and 500 ml of water was added to the mixture. The reactants are O=C([O-])[O-], COCCBr, CN(C)C=O, [K+], [K+], COc1cc(-c2nn(C3CCNC3)c3ncnc(N)c23)ccc1NC(=O)c1cc2ccccc2n1C, O. Reaction SMILES: [C:42](=[O:43])([O-:44])[O-:45].[CH3:37][O:38][CH2:39][CH2:40][Br:41].[CH3:49][N:50]([CH3:51])[CH:52]=[O:53].[K+:46].[K+:47].[NH2:1][c:2]1[c:3]2[c:4]([n:5][cH:6][n:7]1)[n:8]([CH:32]1[CH2:33][NH:34][CH2:35][CH2:36]1)[n:9][c:10]2-[c:11]1[cH:12][c:13]([O:30][CH3:31])[c:14]([NH:17][C:18](=[O:19])[c:20]2[n:21]([CH3:29])[c:22]3[cH:23][cH:24][cH:25][cH:26][c:27]3[cH:28]2)[cH:15][cH:16]1.[OH2:48]>>[NH2:1][c:2]1[c:3]2[c:4]([n:5][cH:6][n:7]1)[n:8]([CH:32]1[CH2:33][N:34]([CH2:40][CH2:39][O:38][CH3:37])[CH2:35][CH2:36]1)[n:9][c:10]2-[c:11]1[cH:12][c:13]([O:30][CH3:31])[c:14]([NH:17][C:18](=[O:19])[c:20]2[n:21]([CH3:29])[c:22]3[cH:23][cH:24][cH:25][cH:26][c:27]3[cH:28]2)[cH:15][cH:16]1. Product: COCCN1CCC(n2nc(-c3ccc(NC(=O)c4cc5ccccc5n4C)c(OC)c3)c3c(N)ncnc32)C1. Reactants: ClC=1C=C(C=CC1)CC(=O)OCC (ethyl m-chlorophenylacetate), BrN1C(CCC1=O)=O (N-bromosuccinimide), C(C1=CC=CC=C1)(=O)OOC(C1=CC=CC=C1)=O (benzoyl peroxide). The solvent is C(Cl)(Cl)(Cl)Cl (carbon tetrachloride). The product is BrC(C(=O)OCC)C1=CC(=CC=C1)Cl (ethyl α-bromo-m-chlorophenylacetate). As a reaction SMILES: [Cl:1][C:2]1[CH:3]=[C:4]([CH2:8][C:9]([O:11][CH2:12][CH3:13])=[O:10])[CH:5]=[CH:6][CH:7]=1.[Br:14]N1C(=O)CCC1=O.C(OOC(=O)C1C=CC=CC=1)(=O)C1C=CC=CC=1>C(Cl)(Cl)(Cl)Cl>[Br:14][CH:8]([C:4]1[CH:5]=[CH:6][CH:7]=[C:2]([Cl:1])[CH:3]=1)[C:9]([O:11][CH2:12][CH3:13])=[O:10]. Reported procedure: A 53.6 g portion of ethyl m-chlorophenylacetate (prepared by esterification of the corresponding acid), 51.5 g of N-bromosuccinimide and one gram of benzoyl peroxide in 1.25 liters of carbon tetrachloride is stirred with a Nichrome metal stirrer and refluxed for 20 hours. The mixture is cooled, filtered and concentrated to an orange oil. Vacuum distillation yields the product ethyl α-bromo-m-chlorophenylacetate. Starting materials: C(C1=CC=CC=C1)N1CC[C@H]2C(C3=C(C=CC=C3[C@H]2C1)Br)=O (cis-3-benzyl-8-bromo-1,2,3,4,4a,9a-hexahydro-3-aza-fluoren-9-one), C1(=CC=CC=C1)P(C1=CC=CC=C1)C1=CC=CC=C1 (triphenylphosphine), ClC1=C(C=CC(=C1)Cl)B(O)O (2,4-dichlorophenylboronic acid), O.O.O.O.O.O.O.O.[OH-].[Ba+2].[OH-] (barium hydroxide octahydrate). Reagents/catalysts: C(C)(=O)[O-].[Pd+2].C(C)(=O)[O-] (palladium(II) acetate). Solvent: CN(C)C=O (DMF), O (H2O). Product: C(C1=CC=CC=C1)N1CC[C@H]2C(C3=C(C=CC=C3[C@H]2C1)C1=C(C=C(C=C1)Cl)Cl)=O (cis-3-Benzyl-8-(2,4-dichloro-phenyl)-1,2,3,4,4a,9a-hexahydro-3-aza-fluoren-9-one). Isolated yield 41.2%. As a reaction SMILES: [CH2:1]([N:8]1[CH2:20][C@H:19]2[C@H:11]([C:12](=[O:22])[C:13]3[C:18]2=[CH:17][CH:16]=[CH:15][C:14]=3Br)[CH2:10][CH2:9]1)[C:2]1[CH:7]=[CH:6][CH:5]=[CH:4][CH:3]=1.[Cl:23][C:24]1[CH:29]=[C:28]([Cl:30])[CH:27]=[CH:26][C:25]=1B(O)O.O.O.O.O.O.O.O.O.[OH-].[Ba+2].[OH-].C1(P(C2C=CC=CC=2)C2C=CC=CC=2)C=CC=CC=1>CN(C=O)C.C([O-])(=O)C.[Pd+2].C([O-])(=O)C.O>[CH2:1]([N:8]1[CH2:20][C@H:19]2[C@H:11]([C:12](=[O:22])[C:13]3[C:18]2=[CH:17][CH:16]=[CH:15][C:14]=3[C:27]2[CH:26]=[CH:25][C:24]([Cl:23])=[CH:29][C:28]=2[Cl:30])[CH2:10][CH2:9]1)[C:2]1[CH:7]=[CH:6][CH:5]=[CH:4][CH:3]=1 |f:2.3.4.5.6.7.8.9.10.11.12,15.16.17|. Procedure: The title compound (90 mg, 0.21 mmol) was prepared by following the procedure of example 3 from cis-3-benzyl-8-bromo-1,2,3,4,4a,9a-hexahydro-3-aza-fluoren-9-one (172 mg, 0.51 mmol), 2,4-dichlorophenylboronic acid (153 mg, 0.80 mmol), barium hydroxide octahydrate (317 mg, 1.0 mmol) and triphenylphosphine (18 mg, 0.067 mmol) and palladium(II) acetate (3.8 mg, 0.017 mmol) in DMF (6.0 mL)/H2O (1.2 mL): MS (ES) 422.1 (M+H). Starting materials: CN(C(=O)C1CCCN1S(=O)(=O)c1ccc2ccccc2c1)C(=S)N1CCSC1c1ccccc1OCCN1CCN(c2ccccc2)CC1, CO, [Na+], C1CCOC1, [OH-], O. Yields the product CNC(=S)N1CCSC1c1ccccc1OCCN1CCN(c2ccccc2)CC1. As a reaction SMILES: [CH3:1][N:2]([C:3](=[S:4])[N:5]1[CH:6]([c:10]2[c:11]([O:16][CH2:17][CH2:18][N:19]3[CH2:20][CH2:21][N:22]([c:25]4[cH:26][cH:27][cH:28][cH:29][cH:30]4)[CH2:23][CH2:24]3)[cH:12][cH:13][cH:14][cH:15]2)[S:7][CH2:8][CH2:9]1)[C:31]([CH:32]1[CH2:33][CH2:34][CH2:35][N:36]1[S:37]([c:38]1[cH:39][cH:40][c:41]2[c:42]([cH:43][cH:44][cH:45][cH:46]2)[cH:47]1)(=[O:48])=[O:49])=[O:50].[CH3:56][OH:57].[Na+:59].[O:51]1[CH2:52][CH2:53][CH2:54][CH2:55]1.[OH-:58].[OH2:60]>>[CH3:1][NH:2][C:3](=[S:4])[N:5]1[CH:6]([c:10]2[c:11]([O:16][CH2:17][CH2:18][N:19]3[CH2:20][CH2:21][N:22]([c:25]4[cH:26][cH:27][cH:28][cH:29][cH:30]4)[CH2:23][CH2:24]3)[cH:12][cH:13][cH:14][cH:15]2)[S:7][CH2:8][CH2:9]1. The reactants are C(C)(C)O (Isopropyl alcohol), CC(=O)C.OS(=O)(=O)O.O=[Cr](=O)=O (Jones' reagent), BrCCCC(C(=O)OC)O (Methyl 5-bromo-2-hydroxypentanoate), compound. The solvent is CC(=O)C (acetone), O (H2O). Conditions: time 45 minute. Yields the product BrCCCC(C(=O)OC)=O (Methyl 5-bromo-2-oxopentanoate). Isolated yield 92.0%. As a reaction SMILES: CC(C)=O.OS(O)(=O)=O.O=[Cr](=O)=O.[Br:14][CH2:15][CH2:16][CH2:17][CH:18]([OH:23])[C:19]([O:21][CH3:22])=[O:20].C(O)(C)C>CC(C)=O.O>[Br:14][CH2:15][CH2:16][CH2:17][C:18](=[O:23])[C:19]([O:21][CH3:22])=[O:20] |f:0.1.2|. Reported procedure: Jones' reagent (CrO3 :9.58 g, H2SO4 : 8.47 ml, H2O:36.8 ml) was added to a magnetically stirred solution of Part (3) compound (12.53 g, 59.3 mmole) in acetone (150 ml) at room temperature. The addition was controlled to maintain the temperature below 35° C. After the completion of the addition, the reaction was stirred at room temperature for 45 minutes. Isopropyl alcohol (30 ml) was added dropwise and stirred for 30 minutes. The reaction was then diluted with H2O (500 ml) and the products were ... Reactants: CO, [H][H], NC1=NC2(CO1)c1cc(-c3cccnc3F)ccc1Oc1c(F)cc(C3=CCOCC3)cc12. Product: NC1=NC2(CO1)c1cc(-c3cccnc3F)ccc1Oc1c(F)cc(C3CCOCC3)cc12. Reaction SMILES: [CH3:36][OH:37].[H:34][H:35].[O:1]1[CH2:2][CH2:3][C:4]([c:7]2[cH:8][c:9]3[c:10]([c:11]([F:13])[cH:12]2)[O:14][c:15]2[cH:16][cH:17][c:18](-[c:27]4[c:28]([F:33])[n:29][cH:30][cH:31][cH:32]4)[cH:19][c:20]2[C:21]32[N:22]=[C:23]([NH2:26])[O:24][CH2:25]2)=[CH:5][CH2:6]1>>[O:1]1[CH2:2][CH2:3][CH:4]([c:7]2[cH:8][c:9]3[c:10]([c:11]([F:13])[cH:12]2)[O:14][c:15]2[cH:16][cH:17][c:18](-[c:27]4[c:28]([F:33])[n:29][cH:30][cH:31][cH:32]4)[cH:19][c:20]2[C:21]32[N:22]=[C:23]([NH2:26])[O:24][CH2:25]2)[CH2:5][CH2:6]1.